Dataset: the Open Reaction Database (ORD), a public repository of structured organic reaction records. Task: describe an organic reaction: reactants, conditions, products, and yield Starting materials: CC(C)Cn1nc(-c2ccccc2)c(-c2ccccc2)c1CO, ClC(Cl)Cl, O=S(Cl)Cl. The product is CC(C)Cn1nc(-c2ccccc2)c(-c2ccccc2)c1CCl. As a reaction SMILES: [CH2:1]([CH:2]([CH3:3])[CH3:4])[n:5]1[n:6][c:7](-[c:18]2[cH:19][cH:20][cH:21][cH:22][cH:23]2)[c:8](-[c:12]2[cH:13][cH:14][cH:15][cH:16][cH:17]2)[c:9]1[CH2:10][OH:11].[CH:28]([Cl:29])([Cl:30])[Cl:31].[S:24]([Cl:25])([Cl:26])=[O:27]>>[CH2:1]([CH:2]([CH3:3])[CH3:4])[n:5]1[n:6][c:7](-[c:18]2[cH:19][cH:20][cH:21][cH:22][cH:23]2)[c:8](-[c:12]2[cH:13][cH:14][cH:15][cH:16][cH:17]2)[c:9]1[CH2:10][Cl:26]. Reactants: BrCC1=CC(=C(C=C1)F)F (4-(bromomethyl)-1,2-difluorobenzene), BrC=1C=CC(=C(C(=O)O)C1)O (5-bromo-2-hydroxybenzoic acid), C([O-])([O-])=O.[K+].[K+] (potassium carbonate). Run in CC(=O)C (acetone). Run at temperature 70 celsius, time 8 hour. Yields the product BrC=1C=CC(=C(C(=O)OCC2=CC(=C(C=C2)F)F)C1)OCC1=CC(=C(C=C1)F)F ((3,4-Difluorophenyl)methyl 5-bromo-2-{[(3,4-difluorophenyl)methyl]oxy}benzoate). RXN SMILES: Br[CH2:2][C:3]1[CH:8]=[CH:7][C:6]([F:9])=[C:5]([F:10])[CH:4]=1.[Br:11][C:12]1[CH:13]=[CH:14][C:15]([OH:21])=[C:16]([CH:20]=1)[C:17]([OH:19])=[O:18].C(=O)([O-])[O-].[K+].[K+]>CC(C)=O>[Br:11][C:12]1[CH:13]=[CH:14][C:15]([O:21][CH2:2][C:3]2[CH:8]=[CH:7][C:6]([F:9])=[C:5]([F:10])[CH:4]=2)=[C:16]([CH:20]=1)[C:17]([O:19][CH2:2][C:3]1[CH:8]=[CH:7][C:6]([F:9])=[C:5]([F:10])[CH:4]=1)=[O:18] |f:2.3.4|. Procedure details: Neat 4-(bromomethyl)-1,2-difluorobenzene (1526 mg, 7.37 mmol) was added over 1 min to a stirred suspension of 5-bromo-2-hydroxybenzoic acid (800 mg, 3.69 mmol) and potassium carbonate (1274 mg, 9.22 mmol) in acetone (60 ml) in air at room temperature. The reaction mixture was stirred at 70° C. overnight. After filtering, the filtrate was evaporated to give a solid, which was dried in vacuo to yield the title compound as a white solid. 2.0 g. The reactants are CN(C)c1ccncc1, O=C(O)c1ccc(S(=O)(=O)Cl)cc1, Cl, c1ccccc1, Nc1cc2c3c(c1)CCCC3CCC2, c1ccncc1. The product is O=C(O)c1ccc(S(=O)(=O)Nc2cc3c4c(c2)CCCC4CCC3)cc1. As a reaction SMILES: [CH3:41][N:42]([CH3:43])[c:44]1[cH:45][cH:46][n:47][cH:48][cH:49]1.[Cl:21][S:22](=[O:23])(=[O:24])[c:25]1[cH:26][cH:27][c:28]([C:29](=[O:30])[OH:31])[cH:32][cH:33]1.[ClH:34].[cH:15]1[cH:16][cH:17][cH:18][cH:19][cH:20]1.[cH:1]1[c:2]([NH2:14])[cH:3][c:4]2[c:13]3[c:12]1[CH2:11][CH2:10][CH2:9][CH:8]3[CH2:7][CH2:6][CH2:5]2.[cH:35]1[cH:36][cH:37][n:38][cH:39][cH:40]1>>[cH:1]1[c:2]([NH:14][S:22](=[O:23])(=[O:24])[c:25]2[cH:26][cH:27][c:28]([C:29](=[O:30])[OH:31])[cH:32][cH:33]2)[cH:3][c:4]2[c:13]3[c:12]1[CH2:11][CH2:10][CH2:9][CH:8]3[CH2:7][CH2:6][CH2:5]2. The reactants are Cl (hydrochloric acid), ClC1=C(C=CC=C1OC)O (2-chloro-3-methoxyphenol), [Cl-].[Mg+2].[Cl-] (magnesium chloride), C=O (paraformaldehyde). The solvent is ClCCCl (1,2-dichloroethane), C(C)N(CC)CC (triethylamine). Conditions: temperature 70 celsius, time 4 hour. The product is ClC=1C(=C(C=O)C=CC1OC)O (3-chloro-2-hydroxy-4-methoxybenzaldehyde). Yield: 94.7%. As a reaction SMILES: [Cl:1][C:2]1[C:7]([O:8][CH3:9])=[CH:6][CH:5]=[CH:4][C:3]=1[OH:10].[Cl-].[Mg+2].[Cl-].[CH2:14]=[O:15].Cl>ClCCCl.C(N(CC)CC)C>[Cl:1][C:2]1[C:3]([OH:10])=[C:4]([CH:5]=[CH:6][C:7]=1[O:8][CH3:9])[CH:14]=[O:15] |f:1.2.3|. Procedure: To a solution of 2-chloro-3-methoxyphenol (19.3 g) in 1,2-dichloroethane (150 mL) were added triethylamine (73.7 g), magnesium chloride (57.8 g) and paraformaldehyde (36.5 g), and the mixture was stirred at 70° C. for 4 hr under nitrogen atmosphere. The reaction mixture was poured into 1N hydrochloric acid, and the precipitate was removed by filtration, and washed with dichloromethane. The organic layer was washed with 1N hydrochloric acid and saturated brine, and dried over anhydrous sodium sul... Yields the product O=C(Nc1ccc2ccc(Cl)nc2n1)c1cccc(F)c1. The reactants are CC#N, Nc1ccc2ccc(Cl)nc2n1, O, O=C(O)c1cccc(F)c1. RXN SMILES: [CH3:23][C:24]#[N:25].[NH2:11][c:12]1[n:13][c:14]2[n:15][c:16]([Cl:22])[cH:17][cH:18][c:19]2[cH:20][cH:21]1.[OH2:26].[OH:1][C:2](=[O:3])[c:4]1[cH:5][cH:6][cH:7][c:8]([F:9])[cH:10]1>>[C:2](=[O:3])([c:4]1[cH:5][cH:6][cH:7][c:8]([F:9])[cH:10]1)[NH:11][c:12]1[n:13][c:14]2[n:15][c:16]([Cl:22])[cH:17][cH:18][c:19]2[cH:20][cH:21]1.